Dataset: the Open Reaction Database (ORD), a public repository of structured organic reaction records. Task: describe an organic reaction: reactants, conditions, products, and yield Starting materials: [BH3-]C#N, CCC(NC(=O)OCc1ccccc1)C1(C)CCC(=O)CC1, CC(=O)[O-], CO, [NH4+], [Na+]. The product is CCC(NC(=O)OCc1ccccc1)C1(C)CCC(N)CC1. RXN SMILES: [C:28](#[N:29])[BH3-:30].[CH2:1]([c:2]1[cH:3][cH:4][cH:5][cH:6][cH:7]1)[O:8][C:9]([NH:10][CH:11]([CH2:12][CH3:13])[C:14]1([CH3:21])[CH2:15][CH2:16][C:17](=[O:20])[CH2:18][CH2:19]1)=[O:22].[CH3:24][C:25](=[O:26])[O-:27].[CH3:32][OH:33].[NH4+:23].[Na+:31]>>[CH2:1]([c:2]1[cH:3][cH:4][cH:5][cH:6][cH:7]1)[O:8][C:9]([NH:10][CH:11]([CH2:12][CH3:13])[C:14]1([CH3:21])[CH2:15][CH2:16][CH:17]([NH2:29])[CH2:18][CH2:19]1)=[O:22]. The reactants are C(C)C=1C=C2C=C(C(OC2=C(C1)C)C(F)(F)F)C(=O)OCC (ethyl 6-ethyl-8-methyl-2- (trifluoromethyl)-2H-chromene-3-carboxylate), [OH-].[Na+] (NaOH). The solvent is CCO (EtOH). Run at temperature 25 celsius, time 18 hour. Product: C(C)C=1C=C2C=C(C(OC2=C(C1)C)C(F)(F)F)C(=O)O (6-ethyl-8-methyl-2-(trifluoromethyl)-2H-chromene-3-carboxylic acid). Reaction SMILES: [CH2:1]([C:3]1[CH:4]=[C:5]2[C:10](=[C:11]([CH3:13])[CH:12]=1)[O:9][CH:8]([C:14]([F:17])([F:16])[F:15])[C:7]([C:18]([O:20]CC)=[O:19])=[CH:6]2)[CH3:2].[OH-].[Na+]>CCO>[CH2:1]([C:3]1[CH:4]=[C:5]2[C:10](=[C:11]([CH3:13])[CH:12]=1)[O:9][CH:8]([C:14]([F:15])([F:16])[F:17])[C:7]([C:18]([OH:20])=[O:19])=[CH:6]2)[CH3:2] |f:1.2|. Reported procedure: To a solution of ethyl 6-ethyl-8-methyl-2- (trifluoromethyl)-2H-chromene-3-carboxylate (2.6 g, 8.3 mmol) in EtOH (90 mL), was added IN NaOH (24.8 mL, 24.8 mmol). The reaction was stirred at 25° C. for 18 h. The ethanol was removed from the reaction under reduced pressure. The residue was acidified with 2N HCl. The product was extracted into EtOAc (300 mL) then washed with brine (100 mL), dried over MgSO4, filtered, and concentrated. The crude product was dissolved in 20 mL EtOAc and then diluted... Reaction SMILES: [CH3:1][O:2][N:3]=[C:4]1[C:5](=[O:13])[O:6][c:7]2[c:8]1[cH:9][cH:10][cH:11][cH:12]2.[NH3:14].[O:15]1[CH2:16][CH2:17][CH2:18][CH2:19]1>>[CH3:1][O:2][N:3]=[C:4]([C:5](=[O:13])[NH2:14])[c:8]1[c:7]([OH:6])[cH:12][cH:11][cH:10][cH:9]1. The reactants are CON=C1C(=O)Oc2ccccc21, N, C1CCOC1. Product: CON=C(C(N)=O)c1ccccc1O. Starting materials: C(CCCCCCC)O (n-octyl alcohol), [H-].[Na+] (sodium hydride), N1C(CCCCC1)=O (azacycloheptane-2-one), [H-].[Na+] (sodium hydride), BrCCCBr (1,3-dibromopropane). Solvent: C1(=CC=CC=C1)C (toluene), C1(=CC=CC=C1)C (toluene). The product is C(CCCCCCC)OCCCN1C(CCCCC1)=O (1-[3-(n-octyloxy) propyl] azacycloheptane-2-one). The yield is 69.4%. Reaction SMILES: [H-].[Na+].Br[CH2:4][CH2:5][CH2:6]Br.[NH:8]1[CH2:14][CH2:13][CH2:12][CH2:11][CH2:10][C:9]1=[O:15].[CH2:16]([OH:24])[CH2:17][CH2:18][CH2:19][CH2:20][CH2:21][CH2:22][CH3:23]>C1(C)C=CC=CC=1>[CH2:16]([O:24][CH2:4][CH2:5][CH2:6][N:8]1[CH2:14][CH2:13][CH2:12][CH2:11][CH2:10][C:9]1=[O:15])[CH2:17][CH2:18][CH2:19][CH2:20][CH2:21][CH2:22][CH3:23] |f:0.1|. Reported procedure: A mixture of 0.93 g of 60% sodium hydride and 100 ml of dry toluene was incorporated dropwise with 3.00 g of n-octyl alcohol, heated under reflux for one hour, thereafter incorporated with 14.1 g of 1,3-dibromopropane, further refluxed for 12 hours and then filtered to remove insoluble materials to obtain a filtrate. The thus obtained filtrate was washed with water, dried, freed from the solvent by distillation off and then finally distilled to obtain a colorless transparent substance. 4.59 g of... Starting materials: C12C=CC(CC1)C2 (norbornene), C(=O)C=C (acrolein), stainless steel. The reagents and catalysts are C1(O)=CC=C(O)C=C1 (hydroquinone). Yields the product C12C3OC=CCC3C(CC1)C2 (3-oxa-tricyclo[6.2.1.02,7 ]undec-4-ene). Isolated yield 50.0%. Reaction SMILES: [CH:1]12[CH2:7][CH:4]([CH2:5][CH2:6]1)[CH:3]=[CH:2]2.[CH:8]([CH:10]=[CH2:11])=[O:9]>C1(C=CC(O)=CC=1)O>[CH:1]12[CH2:7][CH:4]([CH2:5][CH2:6]1)[CH:3]1[CH:2]2[O:9][CH:8]=[CH:10][CH2:11]1. Reported procedure: 56.4 g of norbornene, 16.8 g of acrolein and 0.5 g of hydroquinone were heated 15 hours at 190° in a stainless steel autoclave (pressure about 15 atm.). After evaporation a fractional distillation of the residue gave 22.5 g (yield 49%) of 3-oxa-tricyclo[6.2.1.02,7 ]undec-4-ene; b.p. 35°-7°/0.5 Torr. Reactants: [BH4-], CN, CO, O=CC1CCSc2[nH]c3ccccc3c21, [Na+]. The product is CNCC1CCSc2[nH]c3ccccc3c21. Reaction SMILES: [BH4-:18].[CH3:16][NH2:17].[CH3:20][OH:21].[CH:1](=[O:2])[CH:3]1[CH2:4][CH2:5][S:6][c:7]2[nH:8][c:9]3[cH:10][cH:11][cH:12][cH:13][c:14]3[c:15]21.[Na+:19]>>[CH2:1]([CH:3]1[CH2:4][CH2:5][S:6][c:7]2[nH:8][c:9]3[cH:10][cH:11][cH:12][cH:13][c:14]3[c:15]21)[NH:17][CH3:16]. The product is CS(=O)(=O)O.C(CCCCCCCCCCCCCCCCC)(=O)OC1=CC2=CC=C(C=C2C=C1)C(N)=N (6-amidino-2-naphthyl stearate methanesulfonate). Reaction conditions: time 30 minute. Reaction SMILES: [C:1]([OH:20])(=[O:19])[CH2:2][CH2:3][CH2:4][CH2:5][CH2:6][CH2:7][CH2:8][CH2:9][CH2:10][CH2:11][CH2:12][CH2:13][CH2:14][CH2:15][CH2:16][CH2:17][CH3:18].C1CCC(N=C=NC2CCCCC2)CC1.[CH3:36][S:37]([O:40][C:41]1[CH:50]=[CH:49][C:48]2[C:43](=[CH:44][CH:45]=[C:46]([C:51](=[NH:53])[NH2:52])[CH:47]=2)[CH:42]=1)(=[O:39])=[O:38]>N1C=CC=CC=1>[CH3:36][S:37]([OH:40])(=[O:39])=[O:38].[C:1]([O:20][C:41]1[CH:50]=[CH:49][C:48]2[C:43](=[CH:44][CH:45]=[C:46]([C:51](=[NH:52])[NH2:53])[CH:47]=2)[CH:42]=1)(=[O:19])[CH2:2][CH2:3][CH2:4][CH2:5][CH2:6][CH2:7][CH2:8][CH2:9][CH2:10][CH2:11][CH2:12][CH2:13][CH2:14][CH2:15][CH2:16][CH2:17][CH3:18] |f:4.5|. Reported procedure: To a solution of 5.0 g of stearic acid in 70 ml of anhydrous pyridine, while being cooled in ice, was added 4.4 g of DCC. After stirring for 30 minutes, 5.0 g of 6-amidino-2-naphthol methanesulfonate was added to the mixture and further stirred overnight at room temperature. The precipitate was collected by filtration, washed successively with a small volume of pyridine, ethyl ether, and acetone, dissolved in a dimethylformamide-methanol mixture, and filtered to remove the insolubles. The crysta... Solvent: N1=CC=CC=C1 (pyridine). Starting materials: C1CCC(CC1)N=C=NC2CCCCC2 (DCC), C(CCCCCCCCCCCCCCCCC)(=O)O (stearic acid), CS(=O)(=O)OC1=CC2=CC=C(C=C2C=C1)C(N)=N (6-amidino-2-naphthol methanesulfonate). Reaction SMILES: [Al+3:21].[CH2:33]([Cl:34])[Cl:35].[CH3:1][CH2:2][CH2:3][CH2:4][CH2:5][CH2:6][CH2:7][CH2:8][CH2:9][CH2:10][CH2:11][CH2:12][C:13]([OH:14])=[O:15].[CH3:36][N:37]([CH3:38])[CH:39]=[O:40].[Cl-:20].[Cl-:22].[Cl-:23].[S:16]([Cl:17])([Cl:18])=[O:19].[nH:24]1[c:25]([C:29](=[O:30])[O:31][CH3:32])[cH:26][cH:27][cH:28]1>>[CH3:1][CH2:2][CH2:3][CH2:4][CH2:5][CH2:6][CH2:7][CH2:8][CH2:9][CH2:10][CH2:11][CH2:12][C:13](=[O:14])[c:27]1[cH:26][c:25]([C:29](=[O:30])[O:31][CH3:32])[nH:24][cH:28]1. The reactants are [Al+3], ClCCl, CCCCCCCCCCCCC(=O)O, CN(C)C=O, [Cl-], [Cl-], [Cl-], O=S(Cl)Cl, COC(=O)c1ccc[nH]1. Product: CCCCCCCCCCCCC(=O)c1c[nH]c(C(=O)OC)c1.